From a dataset of the Open Reaction Database (ORD), a public repository of structured organic reaction records. describe an organic reaction: reactants, conditions, products, and yield The reactants are C(C)(=O)OCC (ethyl acetate), BrCCC12C(NC=3C=CC=C(C13)CCC2)=O (2a-(2-Bromoethyl)-2a,3,4,5-tetrahydrobenz[cd]indole-2(1H)-one), COC1=C(C=CC=C1)N1CCNCC1 (4-(2-methoxyphenyl)piperazine), C([O-])([O-])=O.[K+].[K+] (potassium carbonate). Solvent: O (water), CN(C=O)C (N,N-dimethylformamide). Product: COC1=C(C=CC=C1)N1CCN(CC1)CCC12C(NC=3C=CC=C(C13)CCC2)=O (2a-[2-{4-(2-Methoxyphenyl)piperazinyl}ethyl]-2a,3,4,5-tetrahydrobenz[cd]indole-2(1H)-one). Isolated yield 32.2%. As a reaction SMILES: Br[CH2:2][CH2:3][C:4]12[CH2:15][CH2:14][CH2:13][C:11]3[C:12]1=[C:7]([CH:8]=[CH:9][CH:10]=3)[NH:6][C:5]2=[O:16].[CH3:17][O:18][C:19]1[CH:24]=[CH:23][CH:22]=[CH:21][C:20]=1[N:25]1[CH2:30][CH2:29][NH:28][CH2:27][CH2:26]1.C(=O)([O-])[O-].[K+].[K+].C(OCC)(=O)C>CN(C)C=O.O>[CH3:17][O:18][C:19]1[CH:24]=[CH:23][CH:22]=[CH:21][C:20]=1[N:25]1[CH2:30][CH2:29][N:28]([CH2:2][CH2:3][C:4]23[CH2:15][CH2:14][CH2:13][C:11]4[C:12]2=[C:7]([CH:8]=[CH:9][CH:10]=4)[NH:6][C:5]3=[O:16])[CH2:27][CH2:26]1 |f:2.3.4|. Reported procedure: 2a-(2-Bromoethyl)-2a,3,4,5-tetrahydrobenz[cd]indole-2(1H)-one (140 mg, 0.5 mmol), 4-(2-methoxyphenyl)piperazine (148 mg, 0.77 mmol) and potassium carbonate (138 mg, 1 mmol) were stirred in anhydrous N,N-dimethylformamide (5 ml) at room temperature for 2 hours. The reaction solution was mixed with ethyl acetate (50 ml) and water (50 ml). The ethyl acetate layer was washed with water and dried with anhydrous sodium sulfate. Then the compound obtained by the evaporation of the solvent under a reduc...